This data is from the Open Reaction Database (ORD), a public repository of structured organic reaction records. The task is: describe an organic reaction: reactants, conditions, products, and yield Starting materials: FC=1C=C2C=CC(=NC2=CC1)C (6-fluoro-2-methylquinoline), [Cl-].[Al+3].[Cl-].[Cl-] (aluminum chloride), Cl (hydrochloric acid), BrBr (bromine). Reagents/catalysts: [Cl-].[Zn+2].[Cl-] (zinc chloride). Run in ClCCCl (1,2-dichloroethane), ClCCCl (1,2-dichloroethane). The product is BrC1=C2C=CC(=NC2=CC=C1F)C (5-bromo-6-fluoro-2-methylquinoline). Isolated yield 75.2%. Reaction SMILES: [F:1][C:2]1[CH:3]=[C:4]2[C:9](=[CH:10][CH:11]=1)[N:8]=[C:7]([CH3:12])[CH:6]=[CH:5]2.[Cl-].[Al+3].[Cl-].[Cl-].[Br:17]Br.Cl>ClCCCl.[Cl-].[Zn+2].[Cl-]>[Br:17][C:3]1[C:2]([F:1])=[CH:11][CH:10]=[C:9]2[C:4]=1[CH:5]=[CH:6][C:7]([CH3:12])=[N:8]2 |f:1.2.3.4,8.9.10|. Procedure details: A solution of 20.13 g (0.125 mole) of 6-fluoro-2-methylquinoline in 25 ml of 1,2-dichloroethane was added slowly to a mixture of 25.3 g (0.189 mole) of aluminum chloride and 25 ml of 1,2-dichloroethane. The resulting solution was heated to 70° C.-80° C., and 19.98 g (0.125 mole) of bromine was added dropwise thereto. The reaction mixture was heated at 80° C.-85° C. for about 16 hours and was poured onto ice and acidified by adding 100 ml concentrated hydrochloric acid. 17.04 g (0.125 mole) of zi...